From a dataset of the Open Reaction Database (ORD), a public repository of structured organic reaction records. describe an organic reaction: reactants, conditions, products, and yield Run at temperature 80 celsius, time 12 hour. The yield is 57.9%. Starting materials: C([O-])([O-])=O.[K+].[K+] (potassium carbonate), CN(C=O)C (N,N-dimethylformamide), O1CCN(CC1)CCCN1N=C(C2=CC=CC=C12)N (1-(3-morpholinopropyl)-3-aminoindazole), Br.BrCCCN(CC)CC (3-bromopropyldiethylamine hydrobromide). Yields the product O1CCN(CC1)CCCN1N=C(C2=CC=CC=C12)NCCCN(CC)CC (1-(3-morpholinopropyl)-3-(3-diethylaminopropylamino)indazole). Procedure details: To 60 ml of anhydrous N,N-dimethylformamide were added 4.21 g of 1-(3-morpholinopropyl)-3-aminoindazole obtained by the same method as described in Example 149, 8.98 g of 3-bromopropyldiethylamine hydrobromide and 7.89 g of anhydrous potassium carbonate, and the mixture was stirred for 12 hours at 80° C. After cooling, the mixture was added with 80 ml of water and extracted with diethyl ether. The diethyl ether layer was extracted three times with 2N hydrochloric acid, and the hydrochloric acid ... RXN SMILES: CN(C)C=O.[O:6]1[CH2:11][CH2:10][N:9]([CH2:12][CH2:13][CH2:14][N:15]2[C:23]3[C:18](=[CH:19][CH:20]=[CH:21][CH:22]=3)[C:17]([NH2:24])=[N:16]2)[CH2:8][CH2:7]1.Br.Br[CH2:27][CH2:28][CH2:29][N:30]([CH2:33][CH3:34])[CH2:31][CH3:32].C(=O)([O-])[O-].[K+].[K+]>C(Cl)(Cl)Cl.O>[O:6]1[CH2:11][CH2:10][N:9]([CH2:12][CH2:13][CH2:14][N:15]2[C:23]3[C:18](=[CH:19][CH:20]=[CH:21][CH:22]=3)[C:17]([NH:24][CH2:27][CH2:28][CH2:29][N:30]([CH2:33][CH3:34])[CH2:31][CH3:32])=[N:16]2)[CH2:8][CH2:7]1 |f:2.3,4.5.6|. The solvent is C(Cl)(Cl)Cl (chloroform), O (water). Starting materials: ClC=1C=C(C=CC1)C#CC1=NOC2(C1)CN(CC2)C(=O)N(C(C)C)CC (3-[(3-Chlorophenyl)ethynyl]-N-ethyl-N-(propan-2-yl)-1-oxa-2,7-diazaspiro[4.4]non-2-ene-7-carboxamide), C(C)NC(C)C (ethylisopropylamine). Yields the product ClC=1C=C(C=CC1)C#CC=1CC2(CN(CC2)C(=O)NC2=CC=NC=C2)ON1 (7-[2-(3-Chlorophenyl)ethynyl]-N-(4-pyridyl)-9-oxa-3,8-diazaspiro[4.4]non-7-ene-3-carboxamide). Yield: 16.4%. RXN SMILES: [Cl:1][C:2]1[CH:3]=[C:4]([C:8]#[C:9][C:10]2[CH2:14][C:13]3([CH2:18][CH2:17][N:16]([C:19]([N:21](CC)[CH:22]([CH3:24])C)=[O:20])[CH2:15]3)[O:12][N:11]=2)[CH:5]=[CH:6][CH:7]=1.[CH2:27]([NH:29][CH:30](C)C)[CH3:28]>>[Cl:1][C:2]1[CH:3]=[C:4]([C:8]#[C:9][C:10]2[CH2:14][C:13]3([O:12][N:11]=2)[CH2:18][CH2:17][N:16]([C:19]([NH:21][C:22]2[CH:28]=[CH:27][N:29]=[CH:30][CH:24]=2)=[O:20])[CH2:15]3)[CH:5]=[CH:6][CH:7]=1. Procedure details: The title compound was synthesized using the method described for the compound of Example 109, replacing 4-aminopyridine for ethylisopropylamine. After the usual work-up procedure evaporation, the crude was purified by means of automated flash chromatography (SP01®TM-Biotage; gradient EtOAc-MeOH/NH3 from 98:2 to 85:15) to afford a pale yellow solid. Yield: 16.4%. The reactants are C1CCOC1, C[Si](C)(C)[N-][Si](C)(C)C, CCOC(C)=O, N#Cc1ncc(F)cc1F, Nc1ccc(I)cc1F, [Li+]. Product: N#Cc1ncc(F)cc1Nc1ccc(I)cc1F. RXN SMILES: [CH2:30]1[O:31][CH2:32][CH2:33][CH2:34]1.[CH3:21][Si:22]([N-:23][Si:24]([CH3:25])([CH3:26])[CH3:27])([CH3:28])[CH3:29].[CH3:35][CH2:36][O:37][C:38](=[O:39])[CH3:40].[F:10][c:11]1[c:12]([C:18]#[N:19])[n:13][cH:14][c:15]([F:17])[cH:16]1.[F:1][c:2]1[c:3]([NH2:4])[cH:5][cH:6][c:7]([I:9])[cH:8]1.[Li+:20]>>[F:1][c:2]1[c:3]([NH:4][c:11]2[c:12]([C:18]#[N:19])[n:13][cH:14][c:15]([F:17])[cH:16]2)[cH:5][cH:6][c:7]([I:9])[cH:8]1. Starting materials: Cl (hydrochloric acid), aqueous solution, C([O-])([O-])=O.[K+].[K+] (potassium carbonate), C(CC)OC=1C=C(C=CC1)CCCOC=1C=CC2=C(C=C(CCS2(=O)=O)C(=O)OC)C1 (methyl 7-[3-(3-propoxyphenyl)propoxy]-1,1-dioxo-2,3-dihydro-1-benzothiepine-4-carboxylate). Solvent: C1CCOC1.CO (THF methanol). Run at temperature 60 celsius, time 18 hour. The product is C(CC)OC=1C=C(C=CC1)CCCOC=1C=CC2=C(C=C(CCS2(=O)=O)C(=O)O)C1 (7-[3-(3-propoxyphenyl)propoxy]-1,1-dioxo-2,3-dihydro-1-benzothiepine-4-carboxylic acid). The yield is 63.4%. Reaction SMILES: [CH2:1]([O:4][C:5]1[CH:6]=[C:7]([CH2:11][CH2:12][CH2:13][O:14][C:15]2[CH:16]=[CH:17][C:18]3[S:24](=[O:26])(=[O:25])[CH2:23][CH2:22][C:21]([C:27]([O:29]C)=[O:28])=[CH:20][C:19]=3[CH:31]=2)[CH:8]=[CH:9][CH:10]=1)[CH2:2][CH3:3].C(=O)([O-])[O-].[K+].[K+].Cl>C1COCC1.CO>[CH2:1]([O:4][C:5]1[CH:6]=[C:7]([CH2:11][CH2:12][CH2:13][O:14][C:15]2[CH:16]=[CH:17][C:18]3[S:24](=[O:26])(=[O:25])[CH2:23][CH2:22][C:21]([C:27]([OH:29])=[O:28])=[CH:20][C:19]=3[CH:31]=2)[CH:8]=[CH:9][CH:10]=1)[CH2:2][CH3:3] |f:1.2.3,5.6|. Reported procedure: To methyl 7-[3-(3-propoxyphenyl)propoxy]-1,1-dioxo-2,3-dihydro-1-benzothiepine-4-carboxylate (765 mg) dissolved in THF-methanol (15-7.5 ml) was added a 2 M aqueous solution of potassium carbonate (1.5 ml), and the resulting mixture was stirred at 60° C. for 18 hours. The reaction mixture was treated with 1 N hydrochloric acid to bring the pH to 2. The resulting mixture was extracted with ethyl acetate and the organic layer was washed with an aqueous saturated solution of sodium chloride and was ... Reactants: O=C([O-])O, COC(OC)C(CN)SCc1ccccc1, CC#N, Cc1sc2cc(C(=O)O)[nH]c2c1N(C)S(=O)(=O)c1cccs1, CCN=C=NCCCN(C)C, ClCCl, Cl, O=S(=O)(OS(=O)(=O)C(F)(F)F)C(F)(F)F, [Na+], C1CCOC1, O=P(c1ccccc1)(c1ccccc1)c1ccccc1, On1nnc2ccccc21. Yields the product COC(OC)C1CN=C(c2cc3sc(C)c(N(C)S(=O)(=O)c4cccs4)c3[nH]2)S1. As a reaction SMILES: [C:61](=[O:62])([O-:63])[OH:64].[CH2:23]([c:24]1[cH:25][cH:26][cH:27][cH:28][cH:29]1)[S:30][CH:31]([CH2:32][NH2:33])[CH:34]([O:35][CH3:36])[O:37][CH3:38].[CH3:104][C:105]#[N:106].[CH3:1][c:2]1[c:3]([N:13]([S:14](=[O:15])(=[O:16])[c:17]2[s:18][cH:19][cH:20][cH:21]2)[CH3:22])[c:4]2[nH:5][c:6]([C:10]([OH:11])=[O:12])[cH:7][c:8]2[s:9]1.[CH3:50][N:51]([CH3:52])[CH2:53][CH2:54][CH2:55][N:56]=[C:57]=[N:58][CH2:59][CH3:60].[Cl:101][CH2:102][Cl:103].[ClH:49].[F:86][C:87]([S:88]([O:89][S:90]([C:91]([F:92])([F:93])[F:94])(=[O:95])=[O:96])(=[O:97])=[O:98])([F:99])[F:100].[Na+:65].[O:107]1[CH2:108][CH2:109][CH2:110][CH2:111]1.[c:66]1([P:67](=[O:68])([c:69]2[cH:70][cH:71][cH:72][cH:73][cH:74]2)[c:75]2[cH:76][cH:77][cH:78][cH:79][cH:80]2)[cH:81][cH:82][cH:83][cH:84][cH:85]1.[n:39]1([OH:40])[c:41]2[cH:42][cH:43][cH:44][cH:45][c:46]2[n:47][n:48]1>>[CH3:1][c:2]1[c:3]([N:13]([S:14](=[O:15])(=[O:16])[c:17]2[s:18][cH:19][cH:20][cH:21]2)[CH3:22])[c:4]2[nH:5][c:6]([C:10]3=[N:33][CH2:32][CH:31]([CH:34]([O:35][CH3:36])[O:37][CH3:38])[S:30]3)[cH:7][c:8]2[s:9]1. Reactants: CCN(C(C)C)C(C)C, [N-]=[N+]=NCCn1cnc2cc(C(=O)O)ccc21, NC1C2CC3CC1CC(O)(C3)C2, CN(C)C=O, O, On1nnc2ccccc21. The product is [N-]=[N+]=NCCn1cnc2cc(C(=O)NC3C4CC5CC3CC(O)(C5)C4)ccc21. Reaction SMILES: [CH:28]([N:29]([CH2:30][CH3:31])[CH:32]([CH3:33])[CH3:34])([CH3:35])[CH3:36].[N:1](=[N+:2]=[N-:3])[CH2:4][CH2:5][n:6]1[cH:7][n:8][c:9]2[c:10]1[cH:11][cH:12][c:13]([C:15](=[O:16])[OH:17])[cH:14]2.[NH2:37][CH:38]1[CH:39]2[CH2:40][C:41]3([OH:48])[CH2:42][CH:43]([CH2:44][CH:45]1[CH2:46]3)[CH2:47]2.[O:49]=[CH:50][N:51]([CH3:52])[CH3:53].[OH2:54].[OH:18][n:19]1[c:20]2[c:21]([cH:22][cH:23][cH:24][cH:25]2)[n:26][n:27]1>>[N:1](=[N+:2]=[N-:3])[CH2:4][CH2:5][n:6]1[cH:7][n:8][c:9]2[c:10]1[cH:11][cH:12][c:13]([C:15](=[O:17])[NH:37][CH:38]1[CH:39]3[CH2:40][C:41]4([OH:48])[CH2:42][CH:43]([CH2:44][CH:45]1[CH2:46]4)[CH2:47]3)[cH:14]2. Starting materials: NN1CN=C(C=C1)Cl (3-amino-6-chloropyrimidine), [H-].[Na+] (NaH), CN(C)C=O (DMF), ClC1=C(C(=CC=C1)Cl)C=1SC2=C(N=CN=C2S(=O)(=O)C)N1 (2-(2,6-dichlorophenyl)-7-(methylsulfonyl)thiazolo[4,5-d]pyrimidine), CN(C)C=O (DMF). Run at temperature 0 celsius, time 10 minute. Yields the product ClC1=CC(=NC=N1)NC=1C2=C(N=CN1)N=C(S2)C2=C(C=CC=C2Cl)Cl (N-(6-chloropyrimidin-4-yl)-2-(2,6-dichlorophenyl)thiazolo[4,5-d]pyrimidin-7-amine). The yield is 71.0%. As a reaction SMILES: N[N:2]1[CH:7]=[CH:6][C:5]([Cl:8])=[N:4][CH2:3]1.[H-].[Na+].[Cl:11][C:12]1[CH:17]=[CH:16][CH:15]=[C:14]([Cl:18])[C:13]=1[C:19]1[S:20][C:21]2[C:26](S(C)(=O)=O)=[N:25][CH:24]=[N:23][C:22]=2[N:31]=1.C[N:33](C=O)C>>[Cl:8][C:5]1[N:4]=[CH:3][N:2]=[C:7]([NH:33][C:26]2[C:21]3[S:20][C:19]([C:13]4[C:12]([Cl:11])=[CH:17][CH:16]=[CH:15][C:14]=4[Cl:18])=[N:31][C:22]=3[N:23]=[CH:24][N:25]=2)[CH:6]=1 |f:1.2|. Procedure details: To a solution of 3-amino-6-chloropyrimidine (57 mg, 0.44 mmol) in DMF (2 mL) at 0° C. was added NaH (24 mg, 0.61 mmol). The reaction mixture was stirred at 0° C. for 10 minutes. A solution of 2-(2,6-dichlorophenyl)-7-(methylsulfonyl)thiazolo[4,5-d]pyrimidine (88 mg, 0.24 mmol) in DMF (1 mL) was then added at 0° C. The reaction mixture was warmed up to room temperature and stirred for 0.5 hour. The reaction was quenched with ice-water and extracted with EtOAc (3×25 mL). The combined organic extra...